This data is from the Open Reaction Database (ORD), a public repository of structured organic reaction records. The task is: describe an organic reaction: reactants, conditions, products, and yield Reactants: C(C)(C)(C)OC(=O)N[C@@H](CO)CC ((2R)-2-tert-butoxycarbonylamino-1-butanol), C1(=CC=CC=C1)P(C1=CC=CC=C1)C1=CC=CC=C1 (triphenylphosphine), N(=NC(=O)OCC)C(=O)OCC (diethyl azodicarboxylate), N(=NC(=O)OCC)C(=O)OCC (diethyl azodicarboxylate), C(#N)C=1C=CC2=C(C=C(O2)CC(C(=O)OCC)C2=CC=C(C=C2)O)C1 (ethyl 3-(5-cyano-2-benzofuranyl)-2-(4-hydroxyphenyl)propionate), C(C)(C)(C)OC(=O)[C@@H](C(O)N)CC ((2R)-2-tert-butoxycarbonyl-amino-1-butanol), C1(=CC=CC=C1)P(C1=CC=CC=C1)C1=CC=CC=C1 (triphenylphosphine). Run in O1CCCC1 (tetrahydrofuran). Reaction conditions: time 18 hour. Product: C(C)(C)(C)OC(=O)N[C@@H](COC1=CC=C(C=C1)C(C(=O)OCC)CC=1OC2=C(C1)C=C(C=C2)C#N)CC (ethyl 2-[4-[((2R)-2-tert-butoxycarbonylamino-1-butyl)oxy]phenyl]-3-(5-cyano-2-benzofuranyl)propionate). Yield: 39.7%. RXN SMILES: [C:1]([C:3]1[CH:4]=[CH:5][C:6]2[O:10][C:9]([CH2:11][CH:12]([C:18]3[CH:23]=[CH:22][C:21]([OH:24])=[CH:20][CH:19]=3)[C:13]([O:15][CH2:16][CH3:17])=[O:14])=[CH:8][C:7]=2[CH:25]=1)#[N:2].C(OC([C@H](CC)C(N)O)=O)(C)(C)C.C1(P(C2C=CC=CC=2)C2C=CC=CC=2)C=CC=CC=1.N(C(OCC)=O)=NC(OCC)=O.[C:70]([O:74][C:75]([NH:77][C@H:78]([CH2:81][CH3:82])[CH2:79]O)=[O:76])([CH3:73])([CH3:72])[CH3:71]>O1CCCC1>[C:70]([O:74][C:75]([NH:77][C@H:78]([CH2:81][CH3:82])[CH2:79][O:24][C:21]1[CH:20]=[CH:19][C:18]([CH:12]([CH2:11][C:9]2[O:10][C:6]3[CH:5]=[CH:4][C:3]([C:1]#[N:2])=[CH:25][C:7]=3[CH:8]=2)[C:13]([O:15][CH2:16][CH3:17])=[O:14])=[CH:23][CH:22]=1)=[O:76])([CH3:73])([CH3:72])[CH3:71]. Procedure details: In 300 ml of tetrahydrofuran were dissolved 1.1 g of ethyl 3-(5-cyano-2-benzofuranyl)-2-(4-hydroxyphenyl)propionate, 1.24 g of (2R)-2-tert-butoxycarbonyl-amino-1-butanol and 1.72 g of triphenylphosphine. The thus prepared solution was mixed with 1.14 g of diethyl azodicarboxylate and stirred at room temperature for 18 hours. The resulting solution was further mixed with 0.83 g of (2R)-2-tert-butoxycarbonylamino-1-butanol, 1.2 g of triphenylphosphine and 0.76 g of diethyl azodicarboxylate, and th... As a reaction SMILES: [Br:1][c:2]1[cH:3][c:4]2[cH:5][c:6]([C:11](=[O:12])[N:13]3[CH2:14][CH2:15][O:16][CH2:17][CH2:18]3)[nH:7][c:8]2[cH:9][cH:10]1.[F:21][C:22]([F:23])([F:24])[S:25]([O:26][CH2:27][C:28]([F:29])([F:30])[F:31])(=[O:32])=[O:33].[H-:19].[Na+:20].[O:34]1[CH2:35][CH2:36][CH2:37][CH2:38]1>>[Br:1][c:2]1[cH:3][c:4]2[cH:5][c:6]([C:11](=[O:12])[N:13]3[CH2:14][CH2:15][O:16][CH2:17][CH2:18]3)[n:7]([CH2:27][C:28]([F:29])([F:30])[F:31])[c:8]2[cH:9][cH:10]1. The reactants are O=C(c1cc2cc(Br)ccc2[nH]1)N1CCOCC1, O=S(=O)(OCC(F)(F)F)C(F)(F)F, [H-], [Na+], C1CCOC1. Yields the product O=C(c1cc2cc(Br)ccc2n1CC(F)(F)F)N1CCOCC1. The reactants are COC1=C(C=C(C=C1)C(F)(F)F)C=1C=2N(C=CC1)N=C(N2)N (8-(2-methoxy-5-trifluoromethyl-phenyl)-[1,2,4]triazolo[1,5-a]pyridine-2-yl-amine), C1(CC1)C(=O)Cl (cyclopropanecarbonyl chloride). Product: COC1=C(C=C(C=C1)C(F)(F)F)C=1C=2N(C=CC1)N=C(N2)NC(=O)C2CC2 (Cyclopropanecarboxylic acid [8-(2-Methoxy-5-trifluoromethyl-phenyl)-[1,2,4]triazolo[1,5-a]pyridine-2-yl]-amide), foam. The yield is 70.0%. Reaction SMILES: [CH3:1][O:2][C:3]1[CH:8]=[CH:7][C:6]([C:9]([F:12])([F:11])[F:10])=[CH:5][C:4]=1[C:13]1[C:14]2[N:15]([N:19]=[C:20]([NH2:22])[N:21]=2)[CH:16]=[CH:17][CH:18]=1.[CH:23]1([C:26](Cl)=[O:27])[CH2:25][CH2:24]1>>[CH3:1][O:2][C:3]1[CH:8]=[CH:7][C:6]([C:9]([F:11])([F:12])[F:10])=[CH:5][C:4]=1[C:13]1[C:14]2[N:15]([N:19]=[C:20]([NH:22][C:26]([CH:23]3[CH2:25][CH2:24]3)=[O:27])[N:21]=2)[CH:16]=[CH:17][CH:18]=1. Procedure details: Cyclopropanecarboxylic acid [8-(2-Methoxy-5-trifluoromethyl-phenyl)-[1,2,4]triazolo[1,5-a]pyridine-2-yl]-amide was prepared from 8-(2-methoxy-5-trifluoromethyl-phenyl)-[1,2,4]triazolo[1,5-a]pyridine-2-yl-amine (0.07 g, 0.2 mmol) and cyclopropanecarbonyl chloride (0.021 mL, 0.23 mmol) in a manner analogous to Example 240b. Product was isolated as a foam (0.063 g, 70%). 1H NMR (400 MHz, CDCl3, δ, ppm): 8.61 (d, J=6.7 Hz, 1H), 7.76-7.66 (m, 2H), 7.60-7.50 (m, 1H), 7.51-7.45 (m, 1H), 7.13-7.06 (m, 1... Starting materials: C(C)(=O)OCC (ethyl acetate), NC1=NNC(=C1)C1CCC2(CC1)OC(C1=CC=NC=C12)=O (3-Amino-5-[3-oxospiro[6-azaisobenzofuran-1(3H),1′-cyclohexan]-4′-yl]-1H-pyrazole), C(C(=O)C1=CC=CC=C1)Cl (phenacyl chloride), C([O-])([O-])=O.[K+].[K+] (potassium carbonate). The solvent is CN(C=O)C (N,N-dimethylformamide). Reaction conditions: temperature 80 celsius, time 1 hour. Product: NC=1N(N=C(C1)C1CCC2(CC1)OC(C1=CC=NC=C12)=O)CC(=O)C1=CC=CC=C1 (3-amino-5-[3-oxospiro[6-azaisobenzofuran-1(3H),1′-cyclohexan]-4′-yl]-2-phenacyl-2-H-pyrazole). The yield is 10.4%. As a reaction SMILES: [NH2:1][C:2]1[CH:6]=[C:5]([CH:7]2[CH2:12][CH2:11][C:10]3([C:20]4[C:15](=[CH:16][CH:17]=[N:18][CH:19]=4)[C:14](=[O:21])[O:13]3)[CH2:9][CH2:8]2)[NH:4][N:3]=1.[CH2:22](Cl)[C:23]([C:25]1[CH:30]=[CH:29][CH:28]=[CH:27][CH:26]=1)=[O:24].C(=O)([O-])[O-].[K+].[K+].C(OCC)(=O)C>CN(C)C=O>[NH2:1][C:2]1[N:3]([CH2:22][C:23]([C:25]2[CH:30]=[CH:29][CH:28]=[CH:27][CH:26]=2)=[O:24])[N:4]=[C:5]([CH:7]2[CH2:12][CH2:11][C:10]3([C:20]4[C:15](=[CH:16][CH:17]=[N:18][CH:19]=4)[C:14](=[O:21])[O:13]3)[CH2:9][CH2:8]2)[CH:6]=1 |f:2.3.4|. Procedure: 3-Amino-5-[3-oxospiro[6-azaisobenzofuran-1(3H),1′-cyclohexan]-4′-yl]-1H-pyrazole (180 mg, 0.633 mmol), phenacyl chloride (150 mg, 0.94 mmol) and potassium carbonate (180 mg, 1.27 mmol) were stirred overnight at room temperature in N,N-dimethylformamide (10 mL). The mixture was stirred for further 1 hour at 80° C. The reaction solution was cooled down to room temperature and ethyl acetate was added thereto. The reaction solution was washed with water and saturated brine, and the organic layer was... Isolated yield 37.0%. As a reaction SMILES: Cl.[NH2:2][CH:3]1[CH2:7][CH2:6][N:5]([C:8]([CH:10]2[CH2:15][CH2:14][N:13]([C:16]3[CH:21]=[CH:20][N:19]=[CH:18][CH:17]=3)[CH2:12][CH2:11]2)=[O:9])[CH2:4]1.[CH:22]1[C:31]2[C:26](=[CH:27][CH:28]=[CH:29][CH:30]=2)[CH:25]=[CH:24][C:23]=1[S:32](Cl)(=[O:34])=[O:33]>>[CH:22]1[C:31]2[C:26](=[CH:27][CH:28]=[CH:29][CH:30]=2)[CH:25]=[CH:24][C:23]=1[S:32]([NH:2][CH:3]1[CH2:7][CH2:6][N:5]([C:8]([CH:10]2[CH2:15][CH2:14][N:13]([C:16]3[CH:21]=[CH:20][N:19]=[CH:18][CH:17]=3)[CH2:12][CH2:11]2)=[O:9])[CH2:4]1)(=[O:33])=[O:34] |f:0.1|. Procedure details: Using an analogous procedure to that described in Example 2, 3-amino-1-[1-(4-pyridyl)piperidin-4-ylcarbonyl]pyrrolidine hydrochloride salt was reacted with 2-naphthylsulphonyl chloride to give 3-(2-naphthalenesulphonamido)-1-[1-(4-pyridyl)piperidin-4-ylcarbonyl]pyrrolidine in 37% yield; Yields the product C1=C(C=CC2=CC=CC=C12)S(=O)(=O)NC1CN(CC1)C(=O)C1CCN(CC1)C1=CC=NC=C1 (3-(2-naphthalenesulphonamido)-1-[1-(4-pyridyl)piperidin-4-ylcarbonyl]pyrrolidine). Reactants: Cl.NC1CN(CC1)C(=O)C1CCN(CC1)C1=CC=NC=C1 (3-amino-1-[1-(4-pyridyl)piperidin-4-ylcarbonyl]pyrrolidine hydrochloride salt), C1=C(C=CC2=CC=CC=C12)S(=O)(=O)Cl (2-naphthylsulphonyl chloride). Starting materials: O=Cc1ccc(Br)s1, CCCCCCn1c2ccc(-c3ccc([Sn](CCCC)(CCCC)CCCC)n3C)cc2c2cc(N(c3ccccc3)c3ccccc3)ccc21. Product: CCCCCCn1c2ccc(-c3ccc(-c4ccc(C=O)s4)n3C)cc2c2cc(N(c3ccccc3)c3ccccc3)ccc21. As a reaction SMILES: [Br:52][c:53]1[cH:54][cH:55][c:56]([CH:58]=[O:59])[s:57]1.[CH3:1][n:2]1[c:3](-[c:20]2[cH:21][c:22]3[c:23]4[cH:24][c:25]([N:39]([c:40]5[cH:41][cH:42][cH:43][cH:44][cH:45]5)[c:46]5[cH:47][cH:48][cH:49][cH:50][cH:51]5)[cH:26][cH:27][c:28]4[n:29]([CH2:33][CH2:34][CH2:35][CH2:36][CH2:37][CH3:38])[c:30]3[cH:31][cH:32]2)[cH:4][cH:5][c:6]1[Sn:7]([CH2:8][CH2:9][CH2:10][CH3:11])([CH2:12][CH2:13][CH2:14][CH3:15])[CH2:16][CH2:17][CH2:18][CH3:19]>>[CH3:1][n:2]1[c:3](-[c:20]2[cH:21][c:22]3[c:23]4[cH:24][c:25]([N:39]([c:40]5[cH:41][cH:42][cH:43][cH:44][cH:45]5)[c:46]5[cH:47][cH:48][cH:49][cH:50][cH:51]5)[cH:26][cH:27][c:28]4[n:29]([CH2:33][CH2:34][CH2:35][CH2:36][CH2:37][CH3:38])[c:30]3[cH:31][cH:32]2)[cH:4][cH:5][c:6]1-[c:53]1[cH:54][cH:55][c:56]([CH:58]=[O:59])[s:57]1. The reactants are C1(=CC=CC=C1)P(C1=CC=CC=C1)C1=CC=CC=C1 (triphenylphosphine), BrC1=NC=CC=C1 (2-bromopyridine), C1(=CC=CC=C1)C=1CCN(CC1)CCC#C (4-(3,6-Dihydro-4-phenyl-1(2H)-pyridinyl)-1-butyne). Reagents/catalysts: C(C)(=O)[O-].[Pd+2].C(C)(=O)[O-] (palladium (II) acetate). Run in N1CCCCC1 (piperidine). Reaction conditions: temperature 80 celsius. Yields the product C1(=CC=CC=C1)C=1CCN(CC1)CCC#CC1=NC=CC=C1 (1.2,3.6-Tetrahydro-4-phenyl-1-[4-(2-pyridinyl)-3-butynyl]pyridine). Reaction SMILES: Br[C:2]1[CH:7]=[CH:6][CH:5]=[CH:4][N:3]=1.[C:8]1([C:14]2[CH2:15][CH2:16][N:17]([CH2:20][CH2:21][C:22]#[CH:23])[CH2:18][CH:19]=2)[CH:13]=[CH:12][CH:11]=[CH:10][CH:9]=1.C1(P(C2C=CC=CC=2)C2C=CC=CC=2)C=CC=CC=1>N1CCCCC1.C([O-])(=O)C.[Pd+2].C([O-])(=O)C>[C:8]1([C:14]2[CH2:19][CH2:18][N:17]([CH2:20][CH2:21][C:22]#[C:23][C:2]3[CH:7]=[CH:6][CH:5]=[CH:4][N:3]=3)[CH2:16][CH:15]=2)[CH:13]=[CH:12][CH:11]=[CH:10][CH:9]=1 |f:4.5.6|. Procedure: A solution of 2-bromopyridine (0.99 mL, 0.01 mol) and the alkyne prepared in Example 9, Step (a) (2.0 g, 0.0095 mol) in 20 mL of piperidine is degassed by bubbling in dry nitrogen for 15 minutes, and 0.03 g (1.4×10-4 mol) of palladium (II) acetate and 0.07 g, (2.8×10-4) of triphenylphosphine are added. The flask is flushed with nitrogen and the mixture is heated at 80° C. for 6 hours. The solvent is removed under reduced pressure and the residue is partitioned between 50 mL of dichloromethane an... Starting materials: C1CCOC1, CO, Cl, COC(=O)c1c[nH]c(-c2cc(Sc3ccc(NC(=O)Nc4cc(C)ccc4F)cc3)ccn2)c1, [Na+], [OH-], O. Yields the product Cc1ccc(F)c(NC(=O)Nc2ccc(Sc3ccnc(-c4cc(C(=O)O)c[nH]4)c3)cc2)c1. As a reaction SMILES: [CH2:35]1[O:36][CH2:37][CH2:38][CH2:39]1.[CH3:40][OH:41].[ClH:44].[F:1][c:2]1[c:3]([NH:9][C:10](=[O:11])[NH:12][c:13]2[cH:14][cH:15][c:16]([S:19][c:20]3[cH:21][c:22](-[c:26]4[cH:27][c:28]([C:31](=[O:32])[O:33][CH3:34])[cH:29][nH:30]4)[n:23][cH:24][cH:25]3)[cH:17][cH:18]2)[cH:4][c:5]([CH3:8])[cH:6][cH:7]1.[Na+:43].[OH-:42].[OH2:45]>>[F:1][c:2]1[c:3]([NH:9][C:10](=[O:11])[NH:12][c:13]2[cH:14][cH:15][c:16]([S:19][c:20]3[cH:21][c:22](-[c:26]4[cH:27][c:28]([C:31](=[O:32])[OH:33])[cH:29][nH:30]4)[n:23][cH:24][cH:25]3)[cH:17][cH:18]2)[cH:4][c:5]([CH3:8])[cH:6][cH:7]1. The reactants are CC(=O)OCC(=O)NC1CCN(c2ccc(N3CC(COc4ccon4)OC3=O)cc2F)C1, CCOCC, O. Product: O=C(CO)NC1CCN(c2ccc(N3CC(COc4ccon4)OC3=O)cc2F)C1. RXN SMILES: [C:1](=[O:2])([CH3:3])[O:4][CH2:5][C:6](=[O:7])[NH:8][CH:9]1[CH2:10][N:11]([c:14]2[c:15]([F:33])[cH:16][c:17]([N:20]3[C:21](=[O:32])[O:22][CH:23]([CH2:25][O:26][c:27]4[n:28][o:29][cH:30][cH:31]4)[CH2:24]3)[cH:18][cH:19]2)[CH2:12][CH2:13]1.[CH3:35][CH2:36][O:37][CH2:38][CH3:39].[OH2:34]>>[OH:4][CH2:5][C:6](=[O:7])[NH:8][CH:9]1[CH2:10][N:11]([c:14]2[c:15]([F:33])[cH:16][c:17]([N:20]3[C:21](=[O:32])[O:22][CH:23]([CH2:25][O:26][c:27]4[n:28][o:29][cH:30][cH:31]4)[CH2:24]3)[cH:18][cH:19]2)[CH2:12][CH2:13]1.